Dataset: the Open Reaction Database (ORD), a public repository of structured organic reaction records. Task: describe an organic reaction: reactants, conditions, products, and yield Yields the product FCCN(C(OC(C)(C)C)=O)C (tert-Butyl 2-fluoroethyl(methyl)carbamate). The solvent is C1CCOC1 (THF). Isolated yield 89.9%. Reactants: FCCNC(OC(C)(C)C)=O (tert-butyl 2-fluoroethylcarbamate), [H-].[Na+] (sodium hydride), oil, IC (Iodomethane). Reaction SMILES: [F:1][CH2:2][CH2:3][NH:4][C:5](=[O:11])[O:6][C:7]([CH3:10])([CH3:9])[CH3:8].[H-].[Na+].I[CH3:15]>C1COCC1>[F:1][CH2:2][CH2:3][N:4]([CH3:15])[C:5](=[O:11])[O:6][C:7]([CH3:8])([CH3:10])[CH3:9] |f:1.2|. Conditions: time 15 minute. Procedure: To a solution of tert-butyl 2-fluoroethylcarbamate (4.1 g, 25.1 mmol) in THF (100 mL) at 0° C. was added sodium hydride, 60 wt % in mineral oil (1.507 g, 37.7 mmol) portion-wise. The reaction was stirred under N2 for 15 minutes after which gas evolution ceased. Iodomethane (2.356 mL, 37.7 mmol) was added drop-wise and the reaction stirred under N2. After 6 h, the reaction was quenched with water (100 mL) and concentrated. The aqueous solution was washed with CH2Cl2 (3×50 mL). The CH2Cl2 extracts... The reactants are O (water), ClC1=NC=C(C=N1)F (2-chloro-5-fluoropyrimidine), N1CCC(CC1)CO (4-piperidinemethanol), C(=O)([O-])[O-].[K+].[K+] (K2CO3). Solvent: CS(=O)C (DMSO). Run at temperature 100 celsius. Yields the product FC=1C=NC(=NC1)N1CCC(CC1)CO ([1-(5-fluoro-2-pyrimidinyl)-4-piperidinyl]methanol). The yield is 95.3%. Reaction SMILES: Cl[C:2]1[N:7]=[CH:6][C:5]([F:8])=[CH:4][N:3]=1.[NH:9]1[CH2:14][CH2:13][CH:12]([CH2:15][OH:16])[CH2:11][CH2:10]1.C([O-])([O-])=O.[K+].[K+].O>CS(C)=O>[F:8][C:5]1[CH:4]=[N:3][C:2]([N:9]2[CH2:14][CH2:13][CH:12]([CH2:15][OH:16])[CH2:11][CH2:10]2)=[N:7][CH:6]=1 |f:2.3.4|. Reported procedure: A solution of 2-chloro-5-fluoropyrimidine (1.1 g, 8.05 mmol) and 4-piperidinemethanol (1.14 g, 9.66 mmol) in DMSO (20 mL) was treated with K2CO3 (2.23 g, 16.10 mmol). The reaction mixture was heated at 100° C. overnight. The mixture was cooled to ambient temperature and poured into water and extracted with CH2Cl2 (60 mL×3). The organic extracts were combined and washed with brine, dried over Na2SO4, filtered, and the filtrate was concentrated to give crude product as a brown oil. The crude produ... Starting materials: OC1=C(C=CC=C1)C=1OC2=C(C(N1)=O)C=CC=C2 (2-(2-hydroxyphenyl)benz[e][1,3]oxazin4-one), N(N)C1=C(C(=O)O)C=CC=C1 (2-hydrazinobenzoic acid). The solvent is C(C)O (ethanol). Yields the product OC1=C(C=CC=C1)C1=NN(C(=N1)C1=C(C=CC=C1)O)C1=C(C(=O)O)C=CC=C1 (2-[3,5-bis(2-hydroxyphenyl)-[1,2,4]triazol-1-yl]benzoic acid). As a reaction SMILES: [OH:1][C:2]1[CH:7]=[CH:6][CH:5]=[CH:4][C:3]=1[C:8]1[O:9][C:10]2[CH:18]=[CH:17][CH:16]=[CH:15][C:11]=2[C:12](=O)[N:13]=1.[NH:19]([C:21]1[CH:29]=[CH:28][CH:27]=[CH:26][C:22]=1[C:23]([OH:25])=[O:24])[NH2:20]>C(O)C>[OH:1][C:2]1[CH:7]=[CH:6][CH:5]=[CH:4][C:3]=1[C:8]1[N:13]=[C:12]([C:11]2[CH:15]=[CH:16][CH:17]=[CH:18][C:10]=2[OH:9])[N:19]([C:21]2[CH:29]=[CH:28][CH:27]=[CH:26][C:22]=2[C:23]([OH:25])=[O:24])[N:20]=1. Procedure details: 4.8 g of 2-(2-hydroxyphenyl)benz[e][1,3]oxazin4-one and 3.5 g of 2-hydrazinobenzoic acid are boiled under reflux for 4 h in 10 ml of ethanol. The mixture is cooled, poured onto water and extracted with ethyl acetate. The combined organic phases are dried over sodium sulfate and concentrated on a rotary evaporator. The residue is crystallized from ethyl acetate/hexane. After drying, 2-[3,5-bis(2-hydroxyphenyl)-[1,2,4]triazol-1-yl]benzoic acid is obtained as colorless crystals of m.p. 132-138° C. Starting materials: ClC1=NC(=NC(=C1CC#C)Cl)N (4,6-dichloro-5-(2-propynyl)-2-pyrimidinamine), C(C)(C)(C)O (t-butanol), [OH-].[Na+] (sodium hydroxide). The solvent is O (water). The product is ClC=1C2=C(N=C(N1)N)OC(=C2)C (4-Chloro-6-methylfuro[2,3-d]pyrimidin-2-amine). RXN SMILES: [C:1]([OH:5])(C)([CH3:3])[CH3:2].[Cl:6][C:7]1[C:12](CC#C)=[C:11](Cl)[N:10]=[C:9]([NH2:17])[N:8]=1.[OH-].[Na+]>O>[Cl:6][C:7]1[C:12]2[CH:2]=[C:1]([CH3:3])[O:5][C:11]=2[N:10]=[C:9]([NH2:17])[N:8]=1 |f:2.3|. Procedure: To a mixture of 80 ml t-butanol and 60 ml water was added 6.0 g of 4,6-dichloro-5-(2-propynyl)-2-pyrimidinamine followed by 30 ml of 2N sodium hydroxide. After heating to reflux (ca 70°) for 20 hours, the mixture was cooled and the solid product was collected by filtration. The yield of product was 1.8 g, m.p. 255°-257°. An NMR (60 MHz) spectrum in trifluoroacetic acid solution exhibited absorptions at 2.8 (doublet) and 6.6 (triplet) ppm in a 3 to 1 ratio indicating the title compound. Starting materials: [Br-].N1=C(N=CC=C1)N1CC[N+]2(CCCC2)CC1 (8-(2-pyrimidinyl)-8-aza-5-azoniaspiro[4,5]decane bromide), ClC=1N=C(NC1Cl)C (4.5-dichloro-2-methylimidazole), C([O-])([O-])=O.[K+].[K+] (potassium carbonate). The product is ClC=1N=C(N(C1Cl)CCCCN1CCN(CC1)C1=NC=CC=N1)C (4,5-dichloro-2-methyl-1-(4-[4-(2-pyrimidinyl)-1-piperazinyl]butyl}-1H-imidazole). As a reaction SMILES: [Br-].[N:2]1[CH:7]=[CH:6][CH:5]=[N:4][C:3]=1[N:8]1[CH2:17][CH2:16][N+:11]2([CH2:15][CH2:14][CH2:13][CH2:12]2)[CH2:10][CH2:9]1.[Cl:18][C:19]1[N:20]=[C:21]([CH3:25])[NH:22][C:23]=1[Cl:24].C(=O)([O-])[O-].[K+].[K+]>CN(C)C=O>[Cl:18][C:19]1[N:20]=[C:21]([CH3:25])[N:22]([CH2:12][CH2:13][CH2:14][CH2:15][N:11]2[CH2:10][CH2:9][N:8]([C:3]3[N:2]=[CH:7][CH:6]=[CH:5][N:4]=3)[CH2:17][CH2:16]2)[C:23]=1[Cl:24] |f:0.1,3.4.5|. The solvent is CN(C=O)C (dimethylformamide). Reported procedure: A mixture of 450 g (1.5 moles) of 8-(2-pyrimidinyl)-8-aza-5-azoniaspiro[4,5]decane bromide, 225 g (1.5 moles) of 4.5-dichloro-2-methylimidazole and 300 g (2.25 moles) of potassium carbonate in 2 l of dimethylformamide is heated to 130°-135° for 14 hours. The mixture is evaporated under vacuum, chloroform is added, the solution is washed with water, dried over sodium sulfate and evaporated under vacuum, and 503 g (91%) of 4,5-dichloro-2-methyl-1-{4-[4-(2-pyrimidinyl)-1-piperazinyl]butyl}-1H-imida... The reactants are COC(=O)C1CC(OC)C(O[N+](=O)[O-])C1, COC(=O)C1CC(F)C(O[N+](=O)[O-])C1. Yields the product O=C(O)C1CC(F)C(O[N+](=O)[O-])C1. RXN SMILES: [CH3:1][O:2][CH:3]1[CH:4]([O:5][N+:6]([O-:7])=[O:8])[CH2:9][CH:10]([C:11]([O:12][CH3:13])=[O:14])[CH2:15]1.[F:16][CH:17]1[CH2:18][CH:19]([C:26](=[O:27])[O:28][CH3:29])[CH2:20][CH:21]1[O:22][N+:23](=[O:24])[O-:25]>>[F:16][CH:17]1[CH2:18][CH:19]([C:26](=[O:27])[OH:28])[CH2:20][CH:21]1[O:22][N+:23](=[O:24])[O-:25].